Dataset: the Open Reaction Database (ORD), a public repository of structured organic reaction records. Task: describe an organic reaction: reactants, conditions, products, and yield Starting materials: CC1=NC=CC(=C1[N+](=O)[O-])O (2-methyl-3-nitropyridin-4-ol), P(=O)(Br)(Br)Br (phosphorus oxybromide), ClCCl (dichloromethane), ice water. Solvent: C(Cl)(Cl)Cl (chloroform), C(Cl)(Cl)Cl (chloroform). Product: BrC1=C(C(=NC=C1)C)[N+](=O)[O-] (4-bromo-2-methyl-3-nitropyridine). Isolated yield 49.7%. RXN SMILES: [CH3:1][C:2]1[C:7]([N+:8]([O-:10])=[O:9])=[C:6](O)[CH:5]=[CH:4][N:3]=1.P(Br)(Br)([Br:14])=O.ClCCl>C(Cl)(Cl)Cl>[Br:14][C:6]1[CH:5]=[CH:4][N:3]=[C:2]([CH3:1])[C:7]=1[N+:8]([O-:10])=[O:9]. Reported procedure: A mixture of 2-methyl-3-nitropyridin-4-ol (2 g, 12.98 mmol) and phosphorus oxybromide (24.93 g, 87 mmol) was melted at 140° C. in a pressure vessel over 3 hours. The reaction mixture was cooled, poured into chloroform (100 mL) and ice water (100 mL). The layers were separated and the organic layer was washed with water (2×25 mL), saturated sodium bicarbonate (2×75 mL), dried over magnesium sulfate, filtered, and concentrated to give an oil. The oil was treated with a mixture of dichloromethane a...